From a dataset of the Open Reaction Database (ORD), a public repository of structured organic reaction records. describe an organic reaction: reactants, conditions, products, and yield Starting materials: C(C)N(C(CC1=C(C=CC=C1)Br)=O)C1=CC=CC=C1 (N-ethyl-N-phenyl-(o-bromophenyl)acetamide), ClC1=C(N)C(=CC=C1)Cl (2,6-dichloroaniline), C([O-])([O-])=O.[K+].[K+] (potassium carbonate), cuprous bromide. The reagents and catalysts are [Cu] (copper). The solvent is C=1(C(=CC=CC1)C)C (xylene). The product is C(C)N(C(CC1=C(C=CC=C1)NC1=C(C=CC=C1Cl)Cl)=O)C1=CC=CC=C1 (N-ethyl-N-phenyl-o-(2,6-dichloroanilino)phenylacetamide). Isolated yield 77.4%. As a reaction SMILES: [CH2:1]([N:3]([C:14]1[CH:19]=[CH:18][CH:17]=[CH:16][CH:15]=1)[C:4](=[O:13])[CH2:5][C:6]1[CH:11]=[CH:10][CH:9]=[CH:8][C:7]=1Br)[CH3:2].[Cl:20][C:21]1[CH:27]=[CH:26][CH:25]=[C:24]([Cl:28])[C:22]=1[NH2:23].C(=O)([O-])[O-].[K+].[K+]>C1(C)C(C)=CC=CC=1.[Cu]>[CH2:1]([N:3]([C:14]1[CH:19]=[CH:18][CH:17]=[CH:16][CH:15]=1)[C:4](=[O:13])[CH2:5][C:6]1[CH:11]=[CH:10][CH:9]=[CH:8][C:7]=1[NH:23][C:22]1[C:21]([Cl:20])=[CH:27][CH:26]=[CH:25][C:24]=1[Cl:28])[CH3:2] |f:2.3.4|. Procedure: A mixture of 6.36 g (0.02 mole) of N-ethyl-N-phenyl-(o-bromophenyl)acetamide having a boiling point of 185° to 190° C. under 2 mmHg, 6.48 g (0.04 mole) of 2,6-dichloroaniline, 3.0 g (0.02 mole) of anhydrous potassium carbonate, 2.0 g of copper powder and 2.0 g of cuprous bromide was reacted in 100 ml of xylene in the same manner as in Example 22 to obtain 6.1 g of a colorless prism having a melting point of 121° to 123° C. The yield was 77.4%. Procedure: 380 g of aluminum nitrate nonahydrate was dissolved in 1 kg of pure water. This aqueous solution was boiled, and 1,320 g of 35% hydrogen peroxide aqueous solution and 110 g of aluminum metal powder were gradually added thereto to dissolve those and conduct reaction. The reaction solution was filtered to obtain an aqueous solution of basic aluminum nitrate (BANa). The aqueous solution. of basic aluminum nitrate (BANa) was one having an Al2O3 reduced concentration of 9.9 wt % and nitric acid ion c... Run in O (water). The reactants are OO (hydrogen peroxide), [Al] (aluminum), O.O.O.O.O.O.O.O.O.[N+](=O)([O-])[O-].[Al+3].[N+](=O)([O-])[O-].[N+](=O)([O-])[O-] (aluminum nitrate nonahydrate). The product is [N+](=O)([O-])[O-].[Al+3].[N+](=O)([O-])[O-].[N+](=O)([O-])[O-] (aluminum nitrate). RXN SMILES: O.O.O.O.O.O.O.O.O.[N+:10]([O-:13])([O-:12])=[O:11].[Al+3:14].[N+:15]([O-:18])([O-:17])=[O:16].[N+:19]([O-:22])([O-:21])=[O:20].OO.[Al]>O>[N+:10]([O-:13])([O-:12])=[O:11].[Al+3:14].[N+:15]([O-:18])([O-:17])=[O:16].[N+:19]([O-:22])([O-:21])=[O:20] |f:0.1.2.3.4.5.6.7.8.9.10.11.12,16.17.18.19|. Starting materials: Cc1ncccc1Oc1cc(Br)cnc1Nc1nc(C2COC3(CCCCC3)O2)ns1, CCN(C(C)C)C(C)C, O=C(C=Cc1ccccc1)C=Cc1ccccc1, O=C(C=Cc1ccccc1)C=Cc1ccccc1, O=C(C=Cc1ccccc1)C=Cc1ccccc1, [Pd], [Pd], COC(=O)CCS. The product is COC(=O)CCSc1cnc(Nc2nc(C3COC4(CCCCC4)O3)ns2)c(Oc2cccnc2C)c1. Reaction SMILES: [Br:1][c:2]1[cH:3][c:4]([O:24][c:25]2[c:26]([CH3:31])[n:27][cH:28][cH:29][cH:30]2)[c:5]([NH:8][c:9]2[n:10][c:11]([CH:14]3[O:15][C:16]4([O:17][CH2:18]3)[CH2:19][CH2:20][CH2:21][CH2:22][CH2:23]4)[n:12][s:13]2)[n:6][cH:7]1.[CH:39]([N:40]([CH2:41][CH3:42])[CH:43]([CH3:44])[CH3:45])([CH3:46])[CH3:47].[O:50]=[C:51]([CH:52]=[CH:53][c:54]1[cH:55][cH:56][cH:57][cH:58][cH:59]1)[CH:60]=[CH:61][c:62]1[cH:63][cH:64][cH:65][cH:66][cH:67]1.[O:68]=[C:69]([CH:70]=[CH:71][c:72]1[cH:73][cH:74][cH:75][cH:76][cH:77]1)[CH:78]=[CH:79][c:80]1[cH:81][cH:82][cH:83][cH:84][cH:85]1.[O:86]=[C:87]([CH:88]=[CH:89][c:90]1[cH:91][cH:92][cH:93][cH:94][cH:95]1)[CH:96]=[CH:97][c:98]1[cH:99][cH:100][cH:101][cH:102][cH:103]1.[Pd:48].[Pd:49].[SH:32][CH2:33][CH2:34][C:35](=[O:36])[O:37][CH3:38]>>[c:2]1([S:32][CH2:33][CH2:34][C:35](=[O:36])[O:37][CH3:38])[cH:3][c:4]([O:24][c:25]2[c:26]([CH3:31])[n:27][cH:28][cH:29][cH:30]2)[c:5]([NH:8][c:9]2[n:10][c:11]([CH:14]3[O:15][C:16]4([O:17][CH2:18]3)[CH2:19][CH2:20][CH2:21][CH2:22][CH2:23]4)[n:12][s:13]2)[n:6][cH:7]1. Starting materials: CCNCC, CC(COCCc1ccc2sccc2c1)OS(C)(=O)=O, CN(C)C=O, CCOC(C)=O, Cl, [Na+], [OH-], O. The product is CCN(CC)C(C)COCCc1ccc2sccc2c1. Reaction SMILES: [CH2:21]([CH3:22])[NH:23][CH2:24][CH3:25].[CH3:1][S:2]([O:3][CH:6]([CH2:7][O:8][CH2:9][CH2:10][c:11]1[cH:12][c:13]2[c:14]([s:15][cH:16][cH:17]2)[cH:18][cH:19]1)[CH3:20])(=[O:4])=[O:5].[CH3:29][N:30]([CH3:31])[CH:32]=[O:33].[CH3:34][CH2:35][O:36][C:37](=[O:38])[CH3:39].[ClH:26].[Na+:28].[OH-:27].[OH2:40]>>[CH:6]([CH2:7][O:8][CH2:9][CH2:10][c:11]1[cH:12][c:13]2[c:14]([s:15][cH:16][cH:17]2)[cH:18][cH:19]1)([CH3:20])[N:23]([CH2:21][CH3:22])[CH2:24][CH3:25]. Starting materials: O=C1COc2cc(Br)cnc2N1, C1CCOC1, COS(=O)(=O)OC. Yields the product CN1C(=O)COc2cc(Br)cnc21. Reaction SMILES: [Br:1][c:2]1[cH:3][c:4]2[c:9]([n:10][cH:11]1)[NH:8][C:7](=[O:12])[CH2:6][O:5]2.[CH2:20]1[O:21][CH2:22][CH2:23][CH2:24]1.[CH3:13][O:14][S:15]([O:16][CH3:17])(=[O:18])=[O:19]>>[Br:1][c:2]1[cH:3][c:4]2[c:9]([n:10][cH:11]1)[N:8]([CH3:13])[C:7](=[O:12])[CH2:6][O:5]2. Reactants: [Li]CCCC, CCOC(C)=O, CC(=O)O, CC(C)(C)NS(=O)(=O)c1ccccc1Cl, [I-], Ic1ccccc1, [NH4+], C1CCOC1, [OH-]. The product is CC(C)(C)NS(=O)(=O)c1c(Cl)cccc1-c1ccccc1. As a reaction SMILES: [CH2:16]([Li:17])[CH2:18][CH2:19][CH3:20].[CH3:36][CH2:37][O:38][C:39](=[O:40])[CH3:41].[CH3:42][C:43](=[O:44])[OH:45].[Cl:1][c:2]1[c:3]([S:8](=[O:9])(=[O:10])[NH:11][C:12]([CH3:13])([CH3:14])[CH3:15])[cH:4][cH:5][cH:6][cH:7]1.[I-:21].[I:22][c:23]1[cH:24][cH:25][cH:26][cH:27][cH:28]1.[NH4+:29].[O:31]1[CH2:32][CH2:33][CH2:34][CH2:35]1.[OH-:30]>>[Cl:1][c:2]1[c:3]([S:8](=[O:9])(=[O:10])[NH:11][C:12]([CH3:13])([CH3:14])[CH3:15])[c:4](-[c:23]2[cH:24][cH:25][cH:26][cH:27][cH:28]2)[cH:5][cH:6][cH:7]1.